This data is from the Open Reaction Database (ORD), a public repository of structured organic reaction records. The task is: describe an organic reaction: reactants, conditions, products, and yield Starting materials: C(C#C)N1CCOCC1 (N-Propargylmorpholine), IC1=CC=C(C=C1)\C(=C/COC1=CC(=C(OCC(=O)OC)C=C1)C)\C1=CC(=CC=C1)C(F)(F)F (methyl (E)-[4-[3-(4-iodophenyl)-3-(3-trifluoromethylphenyl)allyloxy]-2-methylphenoxy]acetate). The reagents and catalysts are [Cu]I (copper(I) iodide), [Pd].C1(=CC=CC=C1)P(C1=CC=CC=C1)C1=CC=CC=C1.C1(=CC=CC=C1)P(C1=CC=CC=C1)C1=CC=CC=C1.C1(=CC=CC=C1)P(C1=CC=CC=C1)C1=CC=CC=C1.C1(=CC=CC=C1)P(C1=CC=CC=C1)C1=CC=CC=C1 (tetrakis(triphenylphosphine)-palladium). Solvent: O1CCCC1 (tetrahydrofuran), C(C)N(CC)CC (triethylamine). Run at time 2 day. Yields the product CC1=C(OCC(=O)OC)C=CC(=C1)OC\C=C(\C1=CC(=CC=C1)C(F)(F)F)/C1=CC=C(C=C1)C#CCN1CCOCC1 (methyl (E)-[2-methyl-4-[3-[4-[3-(morpholin-4-yl)propynyl]phenyl]-3-(3-trifluoromethylphenyl)allyl-oxy]phenoxy]acetate). As a reaction SMILES: [CH2:1]([N:4]1[CH2:9][CH2:8][O:7][CH2:6][CH2:5]1)[C:2]#[CH:3].I[C:11]1[CH:16]=[CH:15][C:14](/[C:17](/[C:34]2[CH:39]=[CH:38][CH:37]=[C:36]([C:40]([F:43])([F:42])[F:41])[CH:35]=2)=[CH:18]\[CH2:19][O:20][C:21]2[CH:32]=[CH:31][C:24]([O:25][CH2:26][C:27]([O:29][CH3:30])=[O:28])=[C:23]([CH3:33])[CH:22]=2)=[CH:13][CH:12]=1>O1CCCC1.C(N(CC)CC)C.[Cu]I.[Pd].C1(P(C2C=CC=CC=2)C2C=CC=CC=2)C=CC=CC=1.C1(P(C2C=CC=CC=2)C2C=CC=CC=2)C=CC=CC=1.C1(P(C2C=CC=CC=2)C2C=CC=CC=2)C=CC=CC=1.C1(P(C2C=CC=CC=2)C2C=CC=CC=2)C=CC=CC=1>[CH3:33][C:23]1[CH:22]=[C:21]([O:20][CH2:19]/[CH:18]=[C:17](\[C:14]2[CH:15]=[CH:16][C:11]([C:3]#[C:2][CH2:1][N:4]3[CH2:9][CH2:8][O:7][CH2:6][CH2:5]3)=[CH:12][CH:13]=2)/[C:34]2[CH:39]=[CH:38][CH:37]=[C:36]([C:40]([F:43])([F:42])[F:41])[CH:35]=2)[CH:32]=[CH:31][C:24]=1[O:25][CH2:26][C:27]([O:29][CH3:30])=[O:28] |f:5.6.7.8.9|. Procedure details: N-Propargylmorpholine (171 mg, 1.37 mmol) was added to a solution of methyl (E)-[4-[3-(4-iodophenyl)-3-(3-trifluoromethylphenyl)allyloxy]-2-methylphenoxy]acetate (400 mg, 0.68 mmol; prepared as described in example 34) in a mixture of tetrahydrofuran (12 mL) and triethylamine (12 mL). The mixture was degassed and copper(I) iodide (20 mg, 0.108 mmol) and tetrakis(triphenylphosphine)-palladium (62 mg, 0.054 mmol) were added. The reaction mixture was degassed once more and then stirred at ambient t... The reactants are C(C1=CC=CC=C1)OC1=C2C(=CNC2=CC=C1)CC(C(F)(F)F)NS(=O)(=O)C1=C(C=C(C=C1C)C)C (N-[1-(4-benzyloxy-1H-indol-3-ylmethyl)-2,2,2-trifluoroethyl]-2,4,6-trimethylbenzenesulfonamide), C(=O)[O-].[NH4+] (ammonium formate). The reagents and catalysts are [Pd] (palladium on carbon). The solvent is CO (methanol), CO (methanol). Run at time 1 hour. The product is CC1=C(C(=CC(=C1)C)C)S(=O)(=O)NC(C(F)(F)F)CC1=CNC2=CC=CC(=C12)O (2,4,6-Trimethyl-N-[2,2,2-trifluoro-1-(4-hydroxy-1H-indol-3-ylmethyl)ethyl]benzenesulfonamide). Yield: 46.9%. As a reaction SMILES: C([O:8][C:9]1[CH:17]=[CH:16][CH:15]=[C:14]2[C:10]=1[C:11]([CH2:18][CH:19]([NH:24][S:25]([C:28]1[C:33]([CH3:34])=[CH:32][C:31]([CH3:35])=[CH:30][C:29]=1[CH3:36])(=[O:27])=[O:26])[C:20]([F:23])([F:22])[F:21])=[CH:12][NH:13]2)C1C=CC=CC=1.C([O-])=O.[NH4+]>CO.[Pd]>[CH3:34][C:33]1[CH:32]=[C:31]([CH3:35])[CH:30]=[C:29]([CH3:36])[C:28]=1[S:25]([NH:24][CH:19]([CH2:18][C:11]1[C:10]2[C:14](=[CH:15][CH:16]=[CH:17][C:9]=2[OH:8])[NH:13][CH:12]=1)[C:20]([F:23])([F:21])[F:22])(=[O:27])=[O:26] |f:1.2|. Procedure: To a stirred solution of 80 mg (0.15 mmol) of N-[1-(4-benzyloxy-1H-indol-3-ylmethyl)-2,2,2-trifluoroethyl]-2,4,6-trimethylbenzenesulfonamide in 5 mL of methanol was added 20 mg of 10% palladium on carbon followed by 48.7 mg (0.77 mmol) of ammonium formate. The reaction mixture stirred at room temperature for 1 hour and was then diluted with methanol, filtered through CELITE® filter aid, and concentrated in vacuo. The residue was diluted with cold water and the precipitate was filtered, washed wi... Reactants: O=C(CNC(=O)C1CCN(CC1)C(C)=O)C1=CC=CC=C1 (1-acetyl-piperidine-4-carboxylic acid (2-oxo-2-phenyl-ethyl)-amide), O (H2O), C(=O)(O)[O-].[Na+] (NaHCO3). Solvent: OS(=O)(=O)O (H2SO4). Yields the product C1(=CC=CC=C1)C1=CN=C(O1)C1CCN(CC1)C(C)=O (1-[4-(5-phenyl-oxazol-2-yl)-piperidin-1-yl]-ethanone). RXN SMILES: O=[C:2]([C:16]1[CH:21]=[CH:20][CH:19]=[CH:18][CH:17]=1)[CH2:3][NH:4][C:5]([CH:7]1[CH2:12][CH2:11][N:10]([C:13](=[O:15])[CH3:14])[CH2:9][CH2:8]1)=[O:6].O.C([O-])(O)=O.[Na+]>OS(O)(=O)=O>[C:16]1([C:2]2[O:6][C:5]([CH:7]3[CH2:12][CH2:11][N:10]([C:13](=[O:15])[CH3:14])[CH2:9][CH2:8]3)=[N:4][CH:3]=2)[CH:21]=[CH:20][CH:19]=[CH:18][CH:17]=1 |f:2.3|. Procedure details: A suspension of 1-acetyl-piperidine-4-carboxylic acid (2-oxo-2-phenyl-ethyl)-amide (1.1 g, 3.8 mmol), prepared as in Part A, in conc. H2SO4 (20 mL) is warmed to 65° C. for 1 h. The warm solution is poured into H2O (250 mL), which is neutralized with solid NaHCO3. This solution is extracted with EtOAc (2×200 mL) and the combined organic extracts are dried (MgSO4) and concentrated to afford 1-[4-(5-phenyl-oxazol-2-yl)-piperidin-1-yl]-ethanone as a clear oil. The reactants are [OH-].[Na+] (sodium hydroxide), NC=1N=NC(=CC1)OCC1=CC(=C(C(=C1)OC)OC)OC (3-Amino-6-(3,4,5-trimethoxybenzyloxy)pyridazine), NC=1N=NC(=CC1)OCC1=CC(=C(C(=C1)OC)OC)OC (3-Amino-6-(3,4,5-trimethoxybenzyloxy)pyridazine), BrBr (bromine). The solvent is O (water), C(C)(=O)O (acetic acid), C(C)(=O)O (acetic acid). Run at time 0.5 hour. Product: NC=1N=NC(=CC1)OCC1=C(C(=C(C(=C1)OC)OC)OC)Br (3-Amino-6-(2-bromo-3,4,5-trimethoxybenzyloxy)pyridazine). Yield: 74.6%. Reaction SMILES: [NH2:1][C:2]1[N:3]=[N:4][C:5]([O:8][CH2:9][C:10]2[CH:15]=[C:14]([O:16][CH3:17])[C:13]([O:18][CH3:19])=[C:12]([O:20][CH3:21])[CH:11]=2)=[CH:6][CH:7]=1.[Br:22]Br.[OH-].[Na+]>C(O)(=O)C.O>[NH2:1][C:2]1[N:3]=[N:4][C:5]([O:8][CH2:9][C:10]2[CH:15]=[C:14]([O:16][CH3:17])[C:13]([O:18][CH3:19])=[C:12]([O:20][CH3:21])[C:11]=2[Br:22])=[CH:6][CH:7]=1 |f:2.3|. Procedure details: 3-Amino-6-(3,4,5-trimethoxybenzyloxy)pyridazine (Intermediate 1, 2.91 g, 10 mMol) in acetic acid (20 ml) was treated dropwise with a solution of bromine (1.59 g, 10 mMol) in acetic acid (2 ml) over 5 minutes. After 0.5 hours, the mixture was filtered to give a cream solid which was suspended in water and basified with sodium hydroxide solution. The mixture was extracted with chloroform and the extracts were washed with water, dried (Na2SO4) and evaporated in vacuo to yield a cream solid which wa... The reactants are [O-]S(=O)(=O)C(F)(F)F.C[N+]1=CN(C=C1)S(=O)(=O)N1CCCCC1 (1-Methyl-3-(piperidine-1-sulfonyl)-3H-imidazol-1-ium triflate salt), Cl.CC=1C2=C(SC1N)C=CC=C2 (3-Methylbenzo[b]thiophen-2-amine hydrochloride). Solvent: CC#N (MeCN), CC#N (MeCN). Conditions: temperature 140 celsius. The product is CC=1C2=C(SC1NS(=O)(=O)N1CCCCC1)C=CC=C2 (Piperidine-1-sulfonic acid (3-methyl-benzo[b]thiophen-2-yl)-amide). The yield is 40.0%. Reaction SMILES: [O-]S(C(F)(F)F)(=O)=O.C[N+]1C=CN([S:15]([N:18]2[CH2:23][CH2:22][CH2:21][CH2:20][CH2:19]2)(=[O:17])=[O:16])C=1.Cl.[CH3:25][C:26]1[C:27]2[CH:35]=[CH:34][CH:33]=[CH:32][C:28]=2[S:29][C:30]=1[NH2:31]>CC#N>[CH3:25][C:26]1[C:27]2[CH:35]=[CH:34][CH:33]=[CH:32][C:28]=2[S:29][C:30]=1[NH:31][S:15]([N:18]1[CH2:23][CH2:22][CH2:21][CH2:20][CH2:19]1)(=[O:17])=[O:16] |f:0.1,2.3|. Reported procedure: To a solution of compound 1-I (85.2 mg, 0.37 mmol) in MeCN (1.0 mL) was added a solution of compound 1-C (120.8 mg, 0.74 mmol) in MeCN (1.0 mL) and the reaction mixture was heated under microwave irradiation at 140° C. for 10 minutes. The reaction mixture was purified by reverse-phase semi-prep HPLC (method 3) eluting with a 45% MeCN—H2O (0.1% TFA) to 65% MeCN—H2O (0.1% TFA) gradient to afford 46 mg of compound 1-J as a film. 1H-NMR (CDCl3, 400 MHz): δ 7.71-7.73 (t, 1H), 7.63-7.66 (t, 1H), 7.34-... Reactants: CCOC(=O)CCCCCc1cccc2cncn12, CCO, [Na+], [OH-]. Product: O=C(O)CCCCCc1cccc2cncn12. RXN SMILES: [CH2:1]([CH3:2])[O:3][C:4](=[O:5])[CH2:6][CH2:7][CH2:8][CH2:9][CH2:10][c:11]1[cH:12][cH:13][cH:14][c:15]2[n:16]1[cH:17][n:18][cH:19]2.[CH3:22][CH2:23][OH:24].[Na+:21].[OH-:20]>>[O:3]=[C:4]([OH:5])[CH2:6][CH2:7][CH2:8][CH2:9][CH2:10][c:11]1[cH:12][cH:13][cH:14][c:15]2[n:16]1[cH:17][n:18][cH:19]2.